Dataset: the Open Reaction Database (ORD), a public repository of structured organic reaction records. Task: describe an organic reaction: reactants, conditions, products, and yield Reactants: C(C1=CC=CC=C1)N1CCC(=CC1)C1=C(NC2=CC(=CC=C12)F)CC (3-(1-Benzyl-1,2,3,6-tetrahydro-pyridin-4-yl)-2-ethyl-6-fluoro-1H-indole). The reagents and catalysts are [Pd] (Pd/C). The solvent is CO (methanol). The product is C(C)C=1NC2=CC(=CC=C2C1C1CCNCC1)F (2-Ethyl-6-fluoro-3-piperidin-4-yl-1H-indole). The yield is 116.4%. Reaction SMILES: C([N:8]1[CH2:13][CH:12]=[C:11]([C:14]2[C:22]3[C:17](=[CH:18][C:19]([F:23])=[CH:20][CH:21]=3)[NH:16][C:15]=2[CH2:24][CH3:25])[CH2:10][CH2:9]1)C1C=CC=CC=1>[Pd].CO>[CH2:24]([C:15]1[NH:16][C:17]2[C:22]([C:14]=1[CH:11]1[CH2:12][CH2:13][NH:8][CH2:9][CH2:10]1)=[CH:21][CH:20]=[C:19]([F:23])[CH:18]=2)[CH3:25]. Procedure: 3-(1-Benzyl-1,2,3,6-tetrahydro-pyridin-4-yl)-2-ethyl-6-fluoro-1H-indole (1.4 g) is hydrogenated for 1 hour (r.t./1013 mbar) in the presence of 10% Pd/C catalyst (0.3 g) and methanol (25 ml). The catalyst is removed by filtration, the solvent evaporated and the residue washed with small portions of ether. 1.2 g (85%) of pure product is obtained. Reactants: O=C1CCC(=O)N1Br, Cc1ccccc1C(C)(C)CC1(C(F)(F)F)CO1, ClC(Cl)(Cl)Cl. Yields the product CC(C)(CC1(C(F)(F)F)CO1)c1ccccc1CBr. As a reaction SMILES: [Br:19][N:20]1[C:21](=[O:22])[CH2:23][CH2:24][C:25]1=[O:26].[CH3:1][c:2]1[c:3]([C:8]([CH2:9][C:10]2([C:13]([F:14])([F:15])[F:16])[O:11][CH2:12]2)([CH3:17])[CH3:18])[cH:4][cH:5][cH:6][cH:7]1.[Cl:27][C:28]([Cl:29])([Cl:30])[Cl:31]>>[CH2:1]([c:2]1[c:3]([C:8]([CH2:9][C:10]2([C:13]([F:14])([F:15])[F:16])[O:11][CH2:12]2)([CH3:17])[CH3:18])[cH:4][cH:5][cH:6][cH:7]1)[Br:19].